The task is: describe an organic reaction: reactants, conditions, products, and yield. This data is from the Open Reaction Database (ORD), a public repository of structured organic reaction records. Reactants: CCOC(=O)C(CCc1ccccc1)SCC(=O)OC(C)(C)C, ClCCl, O=C(O)C(F)(F)F. The product is CCOC(=O)C(CCc1ccccc1)SCC(=O)O. Reaction SMILES: [CH2:1]([CH3:2])[O:3][C:4]([CH:5]([CH2:6][CH2:7][c:8]1[cH:9][cH:10][cH:11][cH:12][cH:13]1)[S:14][CH2:15][C:16](=[O:17])[O:18][C:19]([CH3:20])([CH3:21])[CH3:22])=[O:23].[Cl:31][CH2:32][Cl:33].[F:24][C:25]([F:26])([F:27])[C:28]([OH:29])=[O:30]>>[CH2:1]([CH3:2])[O:3][C:4]([CH:5]([CH2:6][CH2:7][c:8]1[cH:9][cH:10][cH:11][cH:12][cH:13]1)[S:14][CH2:15][C:16](=[O:17])[OH:18])=[O:23]. Starting materials: CCCCOCCOc1ccc(-c2ccc3c(c2)C=C(C(=O)Nc2ccc(SCc4nncn4CC)cc2)CCN3CC(C)C)cc1, ClCCl, [Na+], [Na+], O=C(OO)c1cccc(Cl)c1, O=S([O-])([O-])=S. Product: CCCCOCCOc1ccc(-c2ccc3c(c2)C=C(C(=O)Nc2ccc(S(=O)Cc4nncn4CC)cc2)CCN3CC(C)C)cc1. RXN SMILES: [CH2:1]([CH2:2][CH2:3][CH3:4])[O:5][CH2:6][CH2:7][O:8][c:9]1[cH:10][cH:11][c:12](-[c:15]2[cH:16][cH:17][c:18]3[c:19]([cH:47]2)[CH:20]=[C:21]([C:29](=[O:30])[NH:31][c:32]2[cH:33][cH:34][c:35]([S:38][CH2:39][c:40]4[n:41][n:42][cH:43][n:44]4[CH2:45][CH3:46])[cH:36][cH:37]2)[CH2:22][CH2:23][N:24]3[CH2:25][CH:26]([CH3:27])[CH3:28])[cH:13][cH:14]1.[Cl:66][CH2:67][Cl:68].[Na+:64].[Na+:65].[OH:48][O:49][C:50]([c:51]1[cH:52][c:53]([Cl:54])[cH:55][cH:56][cH:57]1)=[O:58].[S:59]([O-:60])([O-:61])(=[O:62])=[S:63]>>[CH2:1]([CH2:2][CH2:3][CH3:4])[O:5][CH2:6][CH2:7][O:8][c:9]1[cH:10][cH:11][c:12](-[c:15]2[cH:16][cH:17][c:18]3[c:19]([cH:47]2)[CH:20]=[C:21]([C:29](=[O:30])[NH:31][c:32]2[cH:33][cH:34][c:35]([S:38]([CH2:39][c:40]4[n:41][n:42][cH:43][n:44]4[CH2:45][CH3:46])=[O:48])[cH:36][cH:37]2)[CH2:22][CH2:23][N:24]3[CH2:25][CH:26]([CH3:27])[CH3:28])[cH:13][cH:14]1. The reactants are CC(C)(C)n1ncc(S)c(Cl)c1=O, O=C([O-])[O-], CCOCC1CCC(CBr)CC1, CN(C)C=O, [K+], [K+]. The product is CCOCC1CCC(CSc2cnn(C(C)(C)C)c(=O)c2Cl)CC1. RXN SMILES: [C:1]([CH3:2])([CH3:3])([CH3:4])[n:5]1[n:6][cH:7][c:8]([SH:13])[c:9]([Cl:12])[c:10]1=[O:11].[C:26](=[O:27])([O-:28])[O-:29].[CH2:14]([CH3:15])[O:16][CH2:17][CH:18]1[CH2:19][CH2:20][CH:21]([CH2:24][Br:25])[CH2:22][CH2:23]1.[CH3:32][N:33]([CH3:34])[CH:35]=[O:36].[K+:30].[K+:31]>>[C:1]([CH3:2])([CH3:3])([CH3:4])[n:5]1[n:6][cH:7][c:8]([S:13][CH2:24][CH:21]2[CH2:20][CH2:19][CH:18]([CH2:17][O:16][CH2:14][CH3:15])[CH2:23][CH2:22]2)[c:9]([Cl:12])[c:10]1=[O:11].